This data is from the Open Reaction Database (ORD), a public repository of structured organic reaction records. The task is: describe an organic reaction: reactants, conditions, products, and yield Starting materials: [Li]CCCC, CS(=O)(=O)c1ccc(CC(=O)O)cc1, CN1CCCN(C)C1=O, CC(C)NC(C)C, ICC1CCCC1, C1CCOC1. Yields the product CS(=O)(=O)c1ccc(C(CC2CCCC2)C(=O)O)cc1. Reaction SMILES: [CH2:8]([Li:9])[CH2:10][CH2:11][CH3:12].[CH3:13][S:14](=[O:15])(=[O:16])[c:17]1[cH:18][cH:19][c:20]([CH2:23][C:24](=[O:25])[OH:26])[cH:21][cH:22]1.[CH3:39][N:40]1[CH2:41][CH2:42][CH2:43][N:44]([CH3:45])[C:46]1=[O:47].[CH:1]([NH:2][CH:3]([CH3:4])[CH3:5])([CH3:6])[CH3:7].[I:27][CH2:28][CH:29]1[CH2:30][CH2:31][CH2:32][CH2:33]1.[O:34]1[CH2:35][CH2:36][CH2:37][CH2:38]1>>[CH3:13][S:14](=[O:15])(=[O:16])[c:17]1[cH:18][cH:19][c:20]([CH:23]([C:24](=[O:25])[OH:26])[CH2:28][CH:29]2[CH2:30][CH2:31][CH2:32][CH2:33]2)[cH:21][cH:22]1. The reactants are N#Cc1cc(OB(O)O)ccc1OCc1ccccc1, Cc1ccccc1, COC(=O)c1ccnc(Cl)c1, [Na+], [Na+], O=C([O-])[O-], c1ccc(P(c2ccccc2)(c2ccccc2)[Pd](P(c2ccccc2)(c2ccccc2)c2ccccc2)(P(c2ccccc2)(c2ccccc2)c2ccccc2)P(c2ccccc2)(c2ccccc2)c2ccccc2)cc1. Yields the product COC(=O)c1ccnc(-c2ccc(OCc3ccccc3)c(C#N)c2)c1. As a reaction SMILES: [CH2:1]([c:2]1[cH:3][cH:4][cH:5][cH:6][cH:7]1)[O:8][c:9]1[c:10]([C:19]#[N:20])[cH:11][c:12]([O:15][B:16]([OH:17])[OH:18])[cH:13][cH:14]1.[CH3:38][c:39]1[cH:40][cH:41][cH:42][cH:43][cH:44]1.[Cl:21][c:22]1[cH:23][c:24]([C:25](=[O:26])[O:27][CH3:28])[cH:29][cH:30][n:31]1.[Na+:32].[Na+:33].[O-:34][C:35](=[O:36])[O-:37].[cH:45]1[cH:46][cH:47][c:48]([P:49]([Pd:50]([P:51]([c:52]2[cH:53][cH:54][cH:55][cH:56][cH:57]2)([c:58]2[cH:59][cH:60][cH:61][cH:62][cH:63]2)[c:64]2[cH:65][cH:66][cH:67][cH:68][cH:69]2)([P:70]([c:71]2[cH:72][cH:73][cH:74][cH:75][cH:76]2)([c:77]2[cH:78][cH:79][cH:80][cH:81][cH:82]2)[c:83]2[cH:84][cH:85][cH:86][cH:87][cH:88]2)[P:89]([c:90]2[cH:91][cH:92][cH:93][cH:94][cH:95]2)([c:96]2[cH:97][cH:98][cH:99][cH:100][cH:101]2)[c:102]2[cH:103][cH:104][cH:105][cH:106][cH:107]2)([c:108]2[cH:109][cH:110][cH:111][cH:112][cH:113]2)[c:114]2[cH:115][cH:116][cH:117][cH:118][cH:119]2)[cH:120][cH:121]1>>[CH2:1]([c:2]1[cH:3][cH:4][cH:5][cH:6][cH:7]1)[O:8][c:9]1[c:10]([C:19]#[N:20])[cH:11][c:12](-[c:22]2[cH:23][c:24]([C:25](=[O:26])[O:27][CH3:28])[cH:29][cH:30][n:31]2)[cH:13][cH:14]1. The reactants are O=C([O-])[O-], C=CCBr, CC(C)=O, [K+], [K+], CC(=O)c1ccccc1O. The product is C=CCOc1ccccc1C(C)=O. Reaction SMILES: [C:15](=[O:16])([O-:17])[O-:18].[CH2:11]([CH:12]=[CH2:13])[Br:14].[CH3:21][C:22](=[O:23])[CH3:24].[K+:19].[K+:20].[OH:1][c:2]1[c:3]([C:8]([CH3:9])=[O:10])[cH:4][cH:5][cH:6][cH:7]1>>[O:1]([c:2]1[c:3]([C:8]([CH3:9])=[O:10])[cH:4][cH:5][cH:6][cH:7]1)[CH2:13][CH:12]=[CH2:11]. Starting materials: ClC=1C(=CC(=C(C(=O)OC(C)(C)C)C1)F)OCC1(CCCCC1)C#N (tert-butyl 5-chloro-4-((1-cyano-cyclohexyl)methoxy)-2-fluorobenzoate), C1(CC1)B(O)O (cyclopropylboronic acid), P(=O)([O-])([O-])[O-].[K+].[K+].[K+] (potassium phosphate), F[B-](F)(F)F.C1(CCCCC1)P(C1CCCCC1)C1CCCCC1 (tricyclohexylphosphine tetrafluoroborate). Reagents/catalysts: C(C)(=O)[O-].[Pd+2].C(C)(=O)[O-] (palladium acetate), [Pd] (Pd). Solvent: C1(=CC=CC=C1)C (toluene), O (water), C(C)(=O)OCC (ethyl acetate). Conditions: temperature 150 celsius. Yields the product C(#N)C1(CCCCC1)COC1=CC(=C(C(=O)OC(C)(C)C)C=C1C1CC1)F (tert-butyl 4-((1-cyanocyclohexyl)methoxy)-5-cyclopropyl-2-fluorobenzoate). Isolated yield 86.4%. As a reaction SMILES: Cl[C:2]1[C:3]([O:16][CH2:17][C:18]2([C:24]#[N:25])[CH2:23][CH2:22][CH2:21][CH2:20][CH2:19]2)=[CH:4][C:5]([F:15])=[C:6]([CH:14]=1)[C:7]([O:9][C:10]([CH3:13])([CH3:12])[CH3:11])=[O:8].[CH:26]1(B(O)O)[CH2:28][CH2:27]1.P([O-])([O-])([O-])=O.[K+].[K+].[K+].F[B-](F)(F)F.C1(P(C2CCCCC2)C2CCCCC2)CCCCC1>C1(C)C=CC=CC=1.O.C(OCC)(=O)C.C([O-])(=O)C.[Pd+2].C([O-])(=O)C.[Pd]>[C:24]([C:18]1([CH2:17][O:16][C:3]2[C:2]([CH:26]3[CH2:28][CH2:27]3)=[CH:14][C:6]([C:7]([O:9][C:10]([CH3:13])([CH3:12])[CH3:11])=[O:8])=[C:5]([F:15])[CH:4]=2)[CH2:23][CH2:22][CH2:21][CH2:20][CH2:19]1)#[N:25] |f:2.3.4.5,6.7,11.12.13|. Procedure: To an argon-degassed solution of tert-butyl 5-chloro-4-((1-cyano-cyclohexyl)methoxy)-2-fluorobenzoate (0.571 g, 1.55 mmol) in toluene (8 mL) and water (1 mL) was added cyclopropylboronic acid (0.66 g, 7.71 mmol), tribasic potassium phosphate (1.02 g, 4.80 mmol), tricyclohexylphosphine tetrafluoroborate (0.28 g, 0.92 mmol), and palladium acetate trimer (0.11 g, 0.47 mmol Pd). The mixture was heated at 150° C. in a microwave reactor for 0.5 hour, then diluted with ethyl acetate (150 mL), washed wi...